From a dataset of the Open Reaction Database (ORD), a public repository of structured organic reaction records. describe an organic reaction: reactants, conditions, products, and yield Starting materials: NC=1C=CC(=NC1N)N1C[C@@H]([C@H](CC1)C1=C(C=C(C(=C1)F)F)F)NC(OC(C)(C)C)=O (tert-Butyl [(3R,4R)-1-(5,6-diaminopyridin-2-yl)-4-(2,4,5-trifluorophenyl)piperidin-3-yl]carbamate), O=C(C=O)C (2-oxopropanal), C([O-])(O)=O (bicarbonate). Solvent: C(Cl)Cl (methylene chloride), CO (methanol). Run at time 1 hour. Yields the product CC1=CN=C2C(=N1)N=C(C=C2)N2C[C@@H]([C@H](CC2)C2=C(C=C(C(=C2)F)F)F)NC(OC(C)(C)C)=O (tert-Butyl [(3R,4R)-1-(3-methylpyrido[2,3-b]pyrazin-6-yl)-4-(2,4,5-trifluorophenyl)piperidin-3-yl]carbamate). As a reaction SMILES: [NH2:1][C:2]1[CH:3]=[CH:4][C:5]([N:9]2[CH2:14][CH2:13][C@H:12]([C:15]3[CH:20]=[C:19]([F:21])[C:18]([F:22])=[CH:17][C:16]=3[F:23])[C@@H:11]([NH:24][C:25](=[O:31])[O:26][C:27]([CH3:30])([CH3:29])[CH3:28])[CH2:10]2)=[N:6][C:7]=1[NH2:8].O=[C:33]([CH3:36])[CH:34]=O.C(=O)(O)[O-]>CO.C(Cl)Cl>[CH3:36][C:33]1[N:8]=[C:7]2[N:6]=[C:5]([N:9]3[CH2:14][CH2:13][C@H:12]([C:15]4[CH:20]=[C:19]([F:21])[C:18]([F:22])=[CH:17][C:16]=4[F:23])[C@@H:11]([NH:24][C:25](=[O:31])[O:26][C:27]([CH3:28])([CH3:30])[CH3:29])[CH2:10]3)[CH:4]=[CH:3][C:2]2=[N:1][CH:34]=1. Procedure details: To 40 mg (0.09 mmol) of the product of Step B in 2 mL of methanol was added 0.07 mL (0.46 mmol) of 2-oxopropanal solution (40 wt. % in water) and stirred at ambient temperature for 1 h. The reaction mixture was then, diluted with 10 mL of methylene chloride and poured into 10 mL of a saturated aqueous bicarbonate solution. The layers were separated and the aqueous layer extracted with three 10 mL portions of methylene chloride and the combined organic phases were dried over anhydrous sodium sulf... Yields the product FC=1C=C(C=C(C1)F)C1=NC2=C(C(=CC=C2C(=N1)OC1CC2C(N(CCCCC=CC3CC3(NC(C2C1)=O)C(=O)NS(=O)(=O)C1CC1)C)=O)OC)C (Cyclopropanesulfonic acid {17-[2-(3,5-difluoro-phenyl)-7-methoxy-8-methyl-quinazolin-4-yloxy]-13-methyl-2,14-dioxo-3,13-diaza-tricyclo[13.3.0.0*4,6*]octadec-7-ene-4-carbonyl}-amide). Reaction SMILES: [F:1][C:2]1[CH:3]=[C:4]([C:9]2[N:18]=[C:17]([O:19][CH:20]3[CH2:37][CH:36]4[CH:22]([C:23](=[O:43])[N:24]([CH3:42])[CH2:25][CH2:26][CH2:27][CH2:28][CH:29]=[CH:30][CH:31]5[C:33]([C:39](O)=[O:40])([NH:34][C:35]4=[O:38])[CH2:32]5)[CH2:21]3)[C:16]3[C:11](=[C:12]([CH3:46])[C:13]([O:44][CH3:45])=[CH:14][CH:15]=3)[N:10]=2)[CH:5]=[C:6]([F:8])[CH:7]=1.[CH:47]1([S:50]([NH2:53])(=[O:52])=[O:51])[CH2:49][CH2:48]1>>[F:8][C:6]1[CH:5]=[C:4]([C:9]2[N:18]=[C:17]([O:19][CH:20]3[CH2:37][CH:36]4[CH:22]([C:23](=[O:43])[N:24]([CH3:42])[CH2:25][CH2:26][CH2:27][CH2:28][CH:29]=[CH:30][CH:31]5[C:33]([C:39]([NH:53][S:50]([CH:47]6[CH2:49][CH2:48]6)(=[O:52])=[O:51])=[O:40])([NH:34][C:35]4=[O:38])[CH2:32]5)[CH2:21]3)[C:16]3[C:11](=[C:12]([CH3:46])[C:13]([O:44][CH3:45])=[CH:14][CH:15]=3)[N:10]=2)[CH:3]=[C:2]([F:1])[CH:7]=1. Procedure: Reaction of the acid 169 with cyclopropane sulfonic acid amide according to the procedure described in example 159, followed by purification on HPLC using an Ace-5 C8 column (100×21.2 mm) and an ammonium acetate buffer 5 mM, pH 6.8, 5% acetonitrile, going from 35 to 60% acetonitrile, gave the title compound as a white solid (8 mg, 7%). LRMS (M+H) 738. The reactants are FC=1C=C(C=C(C1)F)C1=NC2=C(C(=CC=C2C(=N1)OC1CC2C(N(CCCCC=CC3CC3(NC(C2C1)=O)C(=O)O)C)=O)OC)C (17-[2-(3,5-Difluoro-phenyl)-7-methoxy-8-methyl-quinazolin-4-yloxy]-13-methyl-2,14-dioxo-3,13-diaza-tricyclo[13.3.0.0*4,6*]octadec-7-ene-4-carboxylic acid), C1(CC1)S(=O)(=O)N (cyclopropane sulfonic acid amide). The yield is 7.0%. Product: CC=1C=CC=2N(C1)C=C(N2)C=2C(=NOC2C)C2=CC=CC=C2 (6-Methyl-2-(5-methyl-3-phenyl-isoxazol-4-yl)-imidazo[1,2-a]pyridine). Reaction SMILES: Br[CH2:2][C:3]([C:5]1[C:6]([C:11]2[CH:16]=[CH:15][CH:14]=[CH:13][CH:12]=2)=[N:7][O:8][C:9]=1[CH3:10])=O.[NH2:17][C:18]1[CH:23]=[CH:22][C:21]([CH3:24])=[CH:20][N:19]=1>>[CH3:24][C:21]1[CH:22]=[CH:23][C:18]2[N:19]([CH:2]=[C:3]([C:5]3[C:6]([C:11]4[CH:16]=[CH:15][CH:14]=[CH:13][CH:12]=4)=[N:7][O:8][C:9]=3[CH3:10])[N:17]=2)[CH:20]=1. Reactants: BrCC(=O)C=1C(=NOC1C)C1=CC=CC=C1 (4-(bromoacetyl)-5-methyl-3-phenylisoxazole), NC1=NC=C(C=C1)C (2-amino-5-methylpyridine). Reported procedure: As described for Example 2, 4-(bromoacetyl)-5-methyl-3-phenylisoxazole (commercially available) (112 mg, 0.4 mmol) was converted, using 2-amino-5-methylpyridine instead of 2-amino-3-methylpyridine, to the title compound (24 mg, 21%) which was obtained as a yellow oil. MS: m/e=290.1 [M+H]+. Yield: 21.0%. The reactants are CC(C)C1C(=O)NC(CSSCC(C(=O)NC(C(=O)NC(C(=O)NC(C(=O)N1)CCCCN)CC2=CNC3=CC=CC=C32)CC4=CC=C(C=C4)O)NC(=O)C(CC5=CC6=CC=CC=C6C=C5)N)C(=O)NC(C(C)O)C(=O)N (SOMATULINE), CCNC(=O)N(CCCN(C)C)C(=O)[C@@H]1C[C@@H]2C3=CC=CC4=C3C(=CN4)C[C@H]2N(C1)CC=C (CABERGOLINE), resultant solution. Reported procedure: 1.0 g. SOMATULINE and 0.1 g CABERGOLINE are added to a 5.0 ml syringe. The two powders are dry-mixed wit a spatula and put under vacuum, e.g., using a vacuum pump. The mixed powder is connected via a valve to another 5 ml syringe containing 2.6 ml water. The valve is opened and the water is mixed with powder through the valve. 10 transfers of the resultant solution are made between the two syringes via alternate depression of their respective plungers to produce a homogeneous, semi-solid mixture... Solvent: O (water), O (water). RXN SMILES: [CH3:1][CH:2]([CH:4]1[NH:28][C:26](=[O:27])[CH:25]([CH2:29][CH2:30][CH2:31][CH2:32][NH2:33])[NH:24][C:22](=[O:23])[CH:21]([CH2:34][C:35]2[C:43]3[C:38](=[CH:39][CH:40]=[CH:41][CH:42]=3)[NH:37][CH:36]=2)[NH:20][C:18](=[O:19])[CH:17]([CH2:44][C:45]2[CH:50]=[CH:49][C:48]([OH:51])=[CH:47][CH:46]=2)[NH:16][C:14](=[O:15])[CH:13]([NH:52][C:53]([CH:55]([NH2:67])[CH2:56][C:57]2[CH:66]=[CH:65][C:64]3[C:59](=[CH:60][CH:61]=[CH:62][CH:63]=3)[CH:58]=2)=[O:54])[CH2:12][S:11][S:10][CH2:9][CH:8]([C:68]([NH:70][CH:71]([C:75]([NH2:77])=[O:76])[CH:72]([OH:74])[CH3:73])=[O:69])[NH:7][C:5]1=[O:6])[CH3:3].[CH3:78][CH2:79][NH:80][C:81]([N:83]([C:90]([C@H:92]1[CH2:107][N:106]([CH2:108][CH:109]=[CH2:110])[C@H:105]2[C@@H:94]([C:95]3[C:100]4[C:101]([CH2:104]2)=[CH:102][NH:103][C:99]=4[CH:98]=[CH:97][CH:96]=3)[CH2:93]1)=[O:91])[CH2:84][CH2:85][CH2:86][N:87]([CH3:89])[CH3:88])=[O:82]>O>[CH3:3][CH:2]([CH:4]1[NH:28][C:26](=[O:27])[CH:25]([CH2:29][CH2:30][CH2:31][CH2:32][NH2:33])[NH:24][C:22](=[O:23])[CH:21]([CH2:34][C:35]2[C:43]3[C:38](=[CH:39][CH:40]=[CH:41][CH:42]=3)[NH:37][CH:36]=2)[NH:20][C:18](=[O:19])[CH:17]([CH2:44][C:45]2[CH:46]=[CH:47][C:48]([OH:51])=[CH:49][CH:50]=2)[NH:16][C:14](=[O:15])[CH:13]([NH:52][C:53]([CH:55]([NH2:67])[CH2:56][C:57]2[CH:66]=[CH:65][C:64]3[C:59](=[CH:60][CH:61]=[CH:62][CH:63]=3)[CH:58]=2)=[O:54])[CH2:12][S:11][S:10][CH2:9][CH:8]([C:68]([NH:70][CH:71]([C:75]([NH2:77])=[O:76])[CH:72]([OH:74])[CH3:73])=[O:69])[NH:7][C:5]1=[O:6])[CH3:1].[CH3:78][CH2:79][NH:80][C:81]([N:83]([C:90]([C@H:92]1[CH2:107][N:106]([CH2:108][CH:109]=[CH2:110])[C@H:105]2[C@@H:94]([C:95]3[C:100]4[C:101]([CH2:104]2)=[CH:102][NH:103][C:99]=4[CH:98]=[CH:97][CH:96]=3)[CH2:93]1)=[O:91])[CH2:84][CH2:85][CH2:86][N:87]([CH3:89])[CH3:88])=[O:82] |f:3.4|. The product is CC(C)C1C(=O)NC(CSSCC(C(=O)NC(C(=O)NC(C(=O)NC(C(=O)N1)CCCCN)CC2=CNC3=CC=CC=C32)CC4=CC=C(C=C4)O)NC(=O)C(CC5=CC6=CC=CC=C6C=C5)N)C(=O)NC(C(C)O)C(=O)N.CCNC(=O)N(CCCN(C)C)C(=O)[C@@H]1C[C@@H]2C3=CC=CC4=C3C(=CN4)C[C@H]2N(C1)CC=C (SOMATULINE CABERGOLINE). Reactants: C(C)(C)(C)OC(=O)N[C@@H](CO)C(=O)O (t-butyloxycarbonyl-L-serine), C(C1=CC=CC=C1)(C1=CC=CC=C1)=NN (benzophenone hydrazone), C(C)OC(=O)N1C(C=CC2=CC=CC=C12)OCC (2-ethoxy-1(2H)-quinolinecarboxylic acid ethyl ester). Run in C(Cl)Cl (methylene chloride). Yields the product C1(=CC=CC=C1)C(=NNC([C@@H](NC(=O)OC(C)(C)C)CO)=O)C1=CC=CC=C1 (N-(t-Butyloxycarbonyl)-L-serine-2-(diphenylmethylene)hydrazide). The yield is 63.9%. Reaction SMILES: [C:1]([O:5][C:6]([NH:8][C@H:9]([C:12]([OH:14])=O)[CH2:10][OH:11])=[O:7])([CH3:4])([CH3:3])[CH3:2].[C:15](=[N:28][NH2:29])([C:22]1[CH:27]=[CH:26][CH:25]=[CH:24][CH:23]=1)[C:16]1[CH:21]=[CH:20][CH:19]=[CH:18][CH:17]=1.C(OC(N1C2C(=CC=CC=2)C=CC1OCC)=O)C>C(Cl)Cl>[C:16]1([C:15]([C:22]2[CH:27]=[CH:26][CH:25]=[CH:24][CH:23]=2)=[N:28][NH:29][C:12](=[O:14])[C@H:9]([CH2:10][OH:11])[NH:8][C:6]([O:5][C:1]([CH3:2])([CH3:3])[CH3:4])=[O:7])[CH:17]=[CH:18][CH:19]=[CH:20][CH:21]=1. Procedure: A solution of 20.0 g (0.10 mole) of t-butyloxycarbonyl-L-serine, 19.6 g (0.10 mole) of benzophenone hydrazone, and 24.7 g of 2-ethoxy-1(2H)-quinolinecarboxylic acid ethyl ester in 250 ml of methylene chloride was stirred at room temperature for 16 hours. The solution was extracted with successive 100 ml portions of 1N hydrochloric acid, water, saturated sodium bicarbonate solution, water and brine, then dried over magnesium sulfate. The solvent was evaporated in vacuo and the resulting syrup was... The reactants are ClC1=C(C=C(C(=C1)Cl)C)CCl (1,5-dichloro-2-chloromethyl-4-methylbenzene), [C-]#N.[K+] (potassium cyanide), COC(C)(C)C (tert-butyl methyl ether), [C-]#N.[K+] (Potassium cyanide). The solvent is CS(=O)C (dimethyl sulfoxide). Reaction conditions: time 6 hour. Yields the product ClC1=C(C=C(C(=C1)Cl)C)CC#N ((2,4-dichloro-5-methylphenyl)acetonitrile). The yield is 45.0%. As a reaction SMILES: [Cl:1][C:2]1[CH:7]=[C:6]([Cl:8])[C:5]([CH3:9])=[CH:4][C:3]=1[CH2:10]Cl.[C-:12]#[N:13].[K+].COC(C)(C)C>CS(C)=O>[Cl:1][C:2]1[CH:7]=[C:6]([Cl:8])[C:5]([CH3:9])=[CH:4][C:3]=1[CH2:10][C:12]#[N:13] |f:1.2|. Procedure: To a solution of 1,5-dichloro-2-chloromethyl-4-methylbenzene (CAS #101349-87-5, 5.22 g) in dimethyl sulfoxide (20 ml) was added potassium cyanide (1.36 g) and the reaction solution was stirred at room temperature for 6 hours. Potassium cyanide (0.68 g) was added to the reaction solution and the solution was further stirred at room temperature overnight. To the reaction solution were added ice-cold water and tert-butyl methyl ether and the organic layer was separated. The water layer was re-extra...